Dataset: the Open Reaction Database (ORD), a public repository of structured organic reaction records. Task: describe an organic reaction: reactants, conditions, products, and yield Reactants: ClCCl, CO, CN1C(=O)C(=NSCl)N(c2ccccc2F)C1=O, c1ccncc1. Yields the product COSN=C1C(=O)N(C)C(=O)N1c1ccccc1F. Reaction SMILES: [CH2:27]([Cl:28])[Cl:29].[CH3:1][OH:2].[F:9][c:10]1[c:11]([N:16]2[C:17](=[O:26])[N:18]([CH3:25])[C:19](=[O:24])[C:20]2=[N:21][S:22][Cl:23])[cH:12][cH:13][cH:14][cH:15]1.[cH:3]1[cH:4][cH:5][n:6][cH:7][cH:8]1>>[CH3:1][O:2][S:22][N:21]=[C:20]1[N:16]([c:11]2[c:10]([F:9])[cH:15][cH:14][cH:13][cH:12]2)[C:17](=[O:26])[N:18]([CH3:25])[C:19]1=[O:24]. Starting materials: BrC=1NC2=CC=CC=C2C1C1=CC=C(C=C1)OC (2-bromo-3-(4-methoxyphenyl)-1H-indole), O(C#N)C1=CC=C(C=C1)C(C)(C)C1=CC=C(C=C1)OC#N (2,2-bis-(4-cyanatophenyl)propane), O (Water), [H-].[Na+] (NaH). Run in C1CCOC1 (THF), [Cl-].[Na+].O (Brine), C1CCOC1 (THF), C1CCOC1 (THF). Run at temperature 0 celsius, time 5 minute. The product is BrC=1N(C2=CC=CC=C2C1C1=CC=C(C=C1)OC)C#N (2-bromo-3-(4-methoxyphenyl)-1H-indole-1-carbonitrile). Yield: 87.7%. As a reaction SMILES: [H-].[Na+].[Br:3][C:4]1[NH:5][C:6]2[C:11]([C:12]=1[C:13]1[CH:18]=[CH:17][C:16]([O:19][CH3:20])=[CH:15][CH:14]=1)=[CH:10][CH:9]=[CH:8][CH:7]=2.O(C1C=CC(C(C2C=CC(OC#N)=CC=2)(C)C)=CC=1)[C:22]#[N:23].O>C1COCC1.[Cl-].[Na+].O>[Br:3][C:4]1[N:5]([C:22]#[N:23])[C:6]2[C:11]([C:12]=1[C:13]1[CH:18]=[CH:17][C:16]([O:19][CH3:20])=[CH:15][CH:14]=1)=[CH:10][CH:9]=[CH:8][CH:7]=2 |f:0.1,6.7.8|. Procedure details: NaH (18.35 mg, 0.76 mmol) was stirred in dry THF (1 ml) at 0° C. and 2-bromo-3-(4-methoxyphenyl)-1H-indole (210 mg, 0.69 mmol) dissolved in dry THF (4.5 ml) was added dropwise. The mixture was stirred at 0° C. for 5 min and then 2,2-bis-(4-cyanatophenyl)propane (251 mg, 0.90 mmol) dissolved in dry THF (4.5 ml) was added dropwise. Water was added and this mixture was stirred for 30 min Brine was added and the aqueous mixture was extracted with DCM. The solvent was concentrated and the crude produ... Starting materials: CCOC(C)=O, CCCCCC, CCCC(NC(=O)OC(C)(C)C)C(O)C(=O)NC1CC1, CC(C)O, CC(C)O, Cl. Yields the product CCCC(N)C(O)C(=O)NC1CC1, Cl. As a reaction SMILES: [CH3:1][CH2:2][O:3][C:4](=[O:5])[CH3:6].[CH3:36][CH2:37][CH2:38][CH2:39][CH2:40][CH3:41].[CH:11]1([NH:14][C:15]([CH:16]([CH:17]([CH2:18][CH2:19][CH3:20])[NH:21][C:22]([O:23][C:24]([CH3:25])([CH3:26])[CH3:27])=[O:28])[OH:29])=[O:30])[CH2:12][CH2:13]1.[CH:31]([OH:32])([CH3:33])[CH3:34].[CH:7]([OH:8])([CH3:9])[CH3:10].[ClH:35]>>[CH:11]1([NH:14][C:15]([CH:16]([CH:17]([CH2:18][CH2:19][CH3:20])[NH2:21])[OH:29])=[O:30])[CH2:12][CH2:13]1.[ClH:35].